From a dataset of the Open Reaction Database (ORD), a public repository of structured organic reaction records. describe an organic reaction: reactants, conditions, products, and yield Starting materials: C1(CCCCC1)C=1C=2C=CC(=CC2N2C[C@H](COC3=C(C21)C=CC(=C3)OCC3=NC=CC=C3)N(CCN(C(OC(C)(C)C)=O)C)C)C(=O)NS(=O)(=O)N(C)CC(OC)OC (tert-butyl {2-[[(7R)-14-cyclohexyl-11-[({[(2,2-dimethoxyethyl)(methyl)amino]-sulfonyl}amino)carbonyl]-3-(pyridin-2-ylmethoxy)-7,8-dihydro-6H-indolo[1,2-e][1,5]benzoxazocin-7-yl](methyl)amino]ethyl}methylcarbamate). Solvent: C(Cl)Cl.O.C(=O)(C(F)(F)F)O (DCM H2O TFA). Run at temperature 40 celsius. The product is C1(CCCCC1)C=1C=2C=CC(=CC2N2C[C@H](COC3=C(C21)C=CC(=C3)OCC3=NC=CC=C3)N(CCNC)C)C(=O)NS(=O)(=O)N(CC=O)C ((7R)-14-cyclohexyl-7-{methyl[2-(methylamino)ethyl]amino}-N-{[methyl(2-oxoethyl)amino]sulfonyl}-3-(pyridin-2-ylmethoxy)-7,8-dihydro-6H-indolo[1,2-e][1,5]benzoxazocine-11-carboxamide). Reaction SMILES: [CH:1]1([C:7]2[C:8]3[CH:9]=[CH:10][C:11]([C:47]([NH:49][S:50]([N:53]([CH2:55][CH:56](OC)[O:57]C)[CH3:54])(=[O:52])=[O:51])=[O:48])=[CH:12][C:13]=3[N:14]3[C:21]=2[C:20]2[CH:22]=[CH:23][C:24]([O:26][CH2:27][C:28]4[CH:33]=[CH:32][CH:31]=[CH:30][N:29]=4)=[CH:25][C:19]=2[O:18][CH2:17][C@H:16]([N:34]([CH3:46])[CH2:35][CH2:36][N:37](C)[C:38](=O)OC(C)(C)C)[CH2:15]3)[CH2:6][CH2:5][CH2:4][CH2:3][CH2:2]1>C(Cl)Cl.O.C(O)(C(F)(F)F)=O>[CH:1]1([C:7]2[C:8]3[CH:9]=[CH:10][C:11]([C:47]([NH:49][S:50]([N:53]([CH3:54])[CH2:55][CH:56]=[O:57])(=[O:51])=[O:52])=[O:48])=[CH:12][C:13]=3[N:14]3[C:21]=2[C:20]2[CH:22]=[CH:23][C:24]([O:26][CH2:27][C:28]4[CH:33]=[CH:32][CH:31]=[CH:30][N:29]=4)=[CH:25][C:19]=2[O:18][CH2:17][C@H:16]([N:34]([CH3:46])[CH2:35][CH2:36][NH:37][CH3:38])[CH2:15]3)[CH2:6][CH2:5][CH2:4][CH2:3][CH2:2]1 |f:1.2.3|. Procedure: tert-butyl {2-[[(7R)-14-cyclohexyl-11-[({[(2,2-dimethoxyethyl)(methyl)amino]-sulfonyl}amino)carbonyl]-3-(pyridin-2-ylmethoxy)-7,8-dihydro-6H-indolo[1,2-e][1,5]benzoxazocin-7-yl](methyl)amino]ethyl}methylcarbamate was dissolved in DCM/H2O/TFA (8:1:3, 15 mM). The mixture was warmed to 40° C. After 30 min all volatiles were evaporated in vacuo and the residual material was coevaporated twice with toluene. The remaining yellow oil was used in the next reaction without further purification. Starting materials: CC(C)c1ccc(SC2=CC=CN3CCS(=O)(=O)N=C23)cc1, [Na+], [Na+], CN(C)C=O, O=C(OO)c1cccc(Cl)c1, O=S([O-])[O-]. The product is CC(C)c1ccc(S(=O)C2=CC=CN3CCS(=O)(=O)N=C23)cc1. Reaction SMILES: [CH3:1][CH:2]([CH3:3])[c:4]1[cH:5][cH:6][c:7]([S:10][C:11]2=[CH:12][CH:13]=[CH:14][N:15]3[C:16]2=[N:17][S:18](=[O:21])(=[O:22])[CH2:19][CH2:20]3)[cH:8][cH:9]1.[Na+:38].[Na+:39].[O:40]=[CH:41][N:42]([CH3:43])[CH3:44].[OH:23][O:24][C:25]([c:26]1[cH:27][c:28]([Cl:29])[cH:30][cH:31][cH:32]1)=[O:33].[S:34]([O-:35])([O-:36])=[O:37]>>[CH3:1][CH:2]([CH3:3])[c:4]1[cH:5][cH:6][c:7]([S:10]([C:11]2=[CH:12][CH:13]=[CH:14][N:15]3[C:16]2=[N:17][S:18](=[O:21])(=[O:22])[CH2:19][CH2:20]3)=[O:23])[cH:8][cH:9]1. Reactants: CNCC1=CC=C(C(=O)OC)C=C1 (Methyl 4-((methylamino)methyl)benzoate), C(C)(=O)OCC (ethyl acetate), C(OCC1=CC=CC=C1)(=O)Cl (benzyl carbonochloridate), C([O-])(O)=O.[Na+] (sodium bicarbonate). Solvent: C1CCOC1 (THF), O (water). Run at time 8 hour. Product: C(C1=CC=CC=C1)OC(=O)N(C)CC1=CC=C(C(=O)OC)C=C1 (methyl 4-(((benzyloxycarbonyl)(methyl)amino)methyl)benzoate). The yield is 53.5%. Reaction SMILES: [CH3:1][NH:2][CH2:3][C:4]1[CH:13]=[CH:12][C:7]([C:8]([O:10][CH3:11])=[O:9])=[CH:6][CH:5]=1.[C:14](Cl)(=[O:23])[O:15][CH2:16][C:17]1[CH:22]=[CH:21][CH:20]=[CH:19][CH:18]=1.C(=O)(O)[O-].[Na+].C(OCC)(=O)C>C1COCC1.O>[CH2:16]([O:15][C:14]([N:2]([CH2:3][C:4]1[CH:13]=[CH:12][C:7]([C:8]([O:10][CH3:11])=[O:9])=[CH:6][CH:5]=1)[CH3:1])=[O:23])[C:17]1[CH:22]=[CH:21][CH:20]=[CH:19][CH:18]=1 |f:2.3|. Procedure: Methyl 4-((methylamino)methyl)benzoate was dissolved in the mixed solution of THF (12 mL) and water (12 mL), then benzyl carbonochloridate (2.57 g, 15.0 mmol) was dropped into it. To the mixture sodium bicarbonate (1.7 g, 20.5 mmol) was added and the mixture was stirred at room temperature overnight. The mixture was poured into ethyl acetate (50 mL×3) and the organic layer was washed with saturated sodium bicarbonate solution, dried with anhydrous sodium sulfate and condensed to get methyl 4-(((... Starting materials: ClC1=CC=C(C=O)C=C1 (4-chlorobenzaldehyde), C(=O)[O-].[Na+] (sodium formate), Cl.NO (hydroxylamine hydrochloride), C(=O)O (formic acid). The solvent is O (water). Yields the product ClC1=CC=C(C#N)C=C1 (4-chlorobenzonitrile). Isolated yield 86.8%. As a reaction SMILES: [Cl:1][C:2]1[CH:9]=[CH:8][C:5]([CH:6]=O)=[CH:4][CH:3]=1.C([O-])=O.[Na+].Cl.[NH2:15]O.C(O)=O>O>[Cl:1][C:2]1[CH:9]=[CH:8][C:5]([C:6]#[N:15])=[CH:4][CH:3]=1 |f:1.2,3.4|. Procedure: 4-chlorobenzaldehyde (50 g; 0.36 mol), sodium formate (48.4 g; 0.71 mol), and hydroxylamine hydrochloride (24.7 g; 0.36 mol) were added to 400 ml formic acid (98 wt.%). The reaction mixture was refluxed for 1 hour at l30.C, cooled to room temperature and poured into 1 liter cold water to produce a white precipitate, which was filtered and air-dried to yield 43 g 4-chlorobenzonitrile (m.p.=91°-92° C). The yield for this step in the reaction sequence was about 88%. The reactants are C(C)OC(=O)C1=NNC2=C1CN(CC2)C(=O)OC(C)(C)C (1,4,6,7-tetrahydro-pyrazolo[4,3-c]pyridine-3,5-dicarboxylic acid 5-tert-butyl ester 3-ethyl ester), O.[OH-].[Li+] (lithium hydroxide monohydrate), S(=O)(=O)(O)[O-].[K+] (potassium hydrogen sulfate). The solvent is CO (methanol), O (water). The product is C(C)(C)(C)OC(=O)N1CC2=C(CC1)NN=C2C(=O)O (1,4,6,7-tetrahydro-pyrazolo[4,3-c]pyridine-3,5-dicarboxylic acid 5-tert-butyl ester). Yield: 96.1%. As a reaction SMILES: C([O:3][C:4]([C:6]1[C:10]2[CH2:11][N:12]([C:15]([O:17][C:18]([CH3:21])([CH3:20])[CH3:19])=[O:16])[CH2:13][CH2:14][C:9]=2[NH:8][N:7]=1)=[O:5])C.O.[OH-].[Li+].S([O-])(O)(=O)=O.[K+]>CO.O>[C:18]([O:17][C:15]([N:12]1[CH2:13][CH2:14][C:9]2[NH:8][N:7]=[C:6]([C:4]([OH:5])=[O:3])[C:10]=2[CH2:11]1)=[O:16])([CH3:21])([CH3:19])[CH3:20] |f:1.2.3,4.5|. Reported procedure: A solution of 1,4,6,7-tetrahydro-pyrazolo[4,3-c]pyridine-3,5-dicarboxylic acid 5-tert-butyl ester 3-ethyl ester [5.105 g, Reference Example 18(d)] and lithium hydroxide monohydrate (0.870 g) in methanol (30 ml) and water (10 ml) was stirred at 55° C. for 2.5 hours. The mixture was acidified with saturated aqueous potassium hydrogen sulfate solution and extracted three times with ethyl acetate. The organic extracts were combined, dried over magnesium sulfate and concentrated in vacuo to yield 1,4... Reaction SMILES: [CH3:19][O:20][CH2:21][CH2:22][OH:23].[Na:1].[cH:2]1[cH:3][cH:4][cH:5][c:6]2[c:12]1-[c:11]1[c:10]([cH:16][cH:15][cH:14][cH:13]1)[CH2:9][N:8]([C:17]#[N:18])[CH2:7]2>>[cH:2]1[cH:3][cH:4][cH:5][c:6]2[c:12]1-[c:11]1[c:10]([cH:16][cH:15][cH:14][cH:13]1)[CH2:9][N:8]([C:17](=[NH:18])[O:23][CH2:22][CH2:21][O:20][CH3:19])[CH2:7]2. Reactants: COCCO, [Na], N#CN1Cc2ccccc2-c2ccccc2C1. Product: COCCOC(=N)N1Cc2ccccc2-c2ccccc2C1. Reactants: Cl.Cl.Cl.NC1=C(C=CC=C1N)OCC(CNCCC1=CC(=C(C=C1)OC)OC)O (2,3-Diamino-1-[2-hydroxy-3-(3,4-dimethoxyphenethylamino)-propoxy]-benzene trihydrochloride), C(C)(=O)O (acetic acid), N(=O)[O-].[Na+] (sodium nitrite). Run in O (water), O (water). Reaction conditions: time 2.5 hour. The product is Cl.OC(COC1=CC=CC=2NN=NC21)CNCCC2=CC(=C(C=C2)OC)OC (4-[2-Hydroxy-3-(3,4-dimethoxyphenethylamino)-propoxy]-benzotriazole hydrochloride). As a reaction SMILES: [ClH:1].Cl.Cl.[NH2:4][C:5]1[C:10]([NH2:11])=[CH:9][CH:8]=[CH:7][C:6]=1[O:12][CH2:13][CH:14]([OH:29])[CH2:15][NH:16][CH2:17][CH2:18][C:19]1[CH:24]=[CH:23][C:22]([O:25][CH3:26])=[C:21]([O:27][CH3:28])[CH:20]=1.C(O)(=O)C.[N:34]([O-])=O.[Na+]>O>[ClH:1].[OH:29][CH:14]([CH2:15][NH:16][CH2:17][CH2:18][C:19]1[CH:24]=[CH:23][C:22]([O:25][CH3:26])=[C:21]([O:27][CH3:28])[CH:20]=1)[CH2:13][O:12][C:6]1[C:5]2[N:4]=[N:34][NH:11][C:10]=2[CH:9]=[CH:8][CH:7]=1 |f:0.1.2.3,5.6,8.9|. Reported procedure: 14.1 g. 2,3-Diamino-1-[2-hydroxy-3-(3,4-dimethoxyphenethylamino)-propoxy]-benzene trihydrochloride are dissolved in 10 ml. water and 3.5 ml. glacial acetic acid, cooled to 5° C. and mixed with 2.07 g. sodium nitrite in 3.6 ml. water. The reaction mixture is then stirred for 2.5 hours at ambient temperature. The resultant sodium chloride is precipitated out by the addition of 480 ml. isopropanol. After filtration, the filtrate is evaporated, purified over a column of silica gel using methanol/eth... Reactants: COC1=CC=C(C=C1)O (4-methoxyphenol), C(C)(=O)C(CCCCCCC(=O)O)CCCC(COC1=CC=C(C=C1)C(C)(C)C)O (8-Acetyl-12-hydroxy-13-(4-tert-butylphenoxy)tridecanoic Acid). Yields the product C(C)(=O)C(CCCCCCC(=O)O)CCCC(COC1=CC=C(C=C1)OC)O (8-Acetyl-12-hydroxy-13-(4-methoxyphenoxy)-tridecanoic Acid). RXN SMILES: [CH3:1][O:2]C1C=CC(O)=CC=1.[C:10]([CH:13]([CH2:23][CH2:24][CH2:25][CH:26]([OH:39])[CH2:27][O:28][C:29]1[CH:34]=[CH:33][C:32](C(C)(C)C)=[CH:31][CH:30]=1)[CH2:14][CH2:15][CH2:16][CH2:17][CH2:18][CH2:19][C:20]([OH:22])=[O:21])(=[O:12])[CH3:11]>>[C:10]([CH:13]([CH2:23][CH2:24][CH2:25][CH:26]([OH:39])[CH2:27][O:28][C:29]1[CH:30]=[CH:31][C:32]([O:2][CH3:1])=[CH:33][CH:34]=1)[CH2:14][CH2:15][CH2:16][CH2:17][CH2:18][CH2:19][C:20]([OH:22])=[O:21])(=[O:12])[CH3:11]. Procedure: The synthesis of this compound is carried out by the procedure of Example 10 except that an equivalent amount of 4-methoxyphenol is substituted for the 4-tert-butylphenol of Example 10. The title compound is obtained as a viscous oil after purification by silica gel column chromatography. Starting materials: O1CCOCC1.Cl (HCl dioxane), NC=1C=C(CN2C[C@@H](CC2)NC(CNC(C2=C(C=CC(=C2)C(F)(F)F)NC(=O)OC(C)(C)C)=O)=O)C=CC1O ((R)-1-(3-amino-4-hydroxybenzyl)-3-[[N-(2-(tert-butoxycarbonylamino)-5-trifluoromethylbenzoyl)glycyl]amino]pyrrolidine). Reaction conditions: time 8 hour. Yields the product NC=1C=C(CN2C[C@@H](CC2)NC(CNC(C2=C(C=CC(=C2)C(F)(F)F)N)=O)=O)C=CC1O ((R)-1-(3-amino-4-hydroxybenzyl)-3-[[N-(2-amino-5-trifluoromethylbenzoyl)glycyl]amino]pyrrolidine). As a reaction SMILES: O1CCOCC1.Cl.[NH2:8][C:9]1[CH:10]=[C:11]([CH:43]=[CH:44][C:45]=1[OH:46])[CH2:12][N:13]1[CH2:17][CH2:16][C@@H:15]([NH:18][C:19](=[O:42])[CH2:20][NH:21][C:22](=[O:41])[C:23]2[CH:28]=[C:27]([C:29]([F:32])([F:31])[F:30])[CH:26]=[CH:25][C:24]=2[NH:33]C(OC(C)(C)C)=O)[CH2:14]1>>[NH2:8][C:9]1[CH:10]=[C:11]([CH:43]=[CH:44][C:45]=1[OH:46])[CH2:12][N:13]1[CH2:17][CH2:16][C@@H:15]([NH:18][C:19](=[O:42])[CH2:20][NH:21][C:22](=[O:41])[C:23]2[CH:28]=[C:27]([C:29]([F:32])([F:30])[F:31])[CH:26]=[CH:25][C:24]=2[NH2:33])[CH2:14]1 |f:0.1|. Reported procedure: A 4 M HCl dioxane (2.0 mL) solution of (R)-1-(3-amino-4-hydroxybenzyl)-3-[[N-(2-(tert-butoxycarbonylamino)-5-trifluoromethylbenzoyl)glycyl]amino]pyrrolidine (20 mg) synthesized according to the method of Example 808 was stirred at room temperature overnight. The solution was concentrated, and the residue was then dissolved in methanol, loaded onto a VarianM SCX column, washed with methanol, subsequently eluted with a 2 M methanol solution of NH3, concentrated and then purified by preparative TLC... Starting materials: CCOC(=O)C(C)O, CCO, C[O-], Cc1ccc(N)c(O)c1, [Na+], O. Yields the product Cc1ccc(NC(=O)C(C)O)c(O)c1. RXN SMILES: [C:7]([CH:8]([OH:9])[CH3:10])([O:12][CH2:11][CH3:13])=[O:14].[CH3:1][CH2:2][OH:3].[CH3:4][O-:5].[NH2:15][c:16]1[cH:17][cH:18][c:19]([CH3:23])[cH:20][c:21]1[OH:22].[Na+:6].[OH2:24]>>[C:7]([CH:8]([OH:9])[CH3:10])(=[O:12])[NH:15][c:16]1[cH:17][cH:18][c:19]([CH3:23])[cH:20][c:21]1[OH:22].